The task is: describe an organic reaction: reactants, conditions, products, and yield. This data is from the Open Reaction Database (ORD), a public repository of structured organic reaction records. Starting materials: COC1OC(CO[Si](c2ccccc2)(c2ccccc2)C(C)(C)C)C(C)(O)C1(C)F, O=C([O-])O, CCCC[N+](CCCC)(CCCC)CCCC, [F-], [Na+]. Product: COC1OC(CO)C(C)(O)C1(C)F. Reaction SMILES: [C:1]([Si:2]([c:3]1[cH:4][cH:5][cH:19][cH:20][cH:21]1)([O:6][CH2:7][CH:8]1[O:9][CH:10]([O:17][CH3:18])[C:11]([CH3:15])([F:16])[C:12]1([OH:13])[CH3:14])[c:22]1[cH:23][cH:24][cH:25][cH:26][cH:27]1)([CH3:28])([CH3:29])[CH3:30].[C:49](=[O:50])([OH:51])[O-:52].[CH2:32]([N+:33]([CH2:34][CH2:35][CH2:36][CH3:37])([CH2:38][CH2:39][CH2:40][CH3:41])[CH2:42][CH2:43][CH2:44][CH3:45])[CH2:46][CH2:47][CH3:48].[F-:31].[Na+:53]>>[OH:6][CH2:7][CH:8]1[O:9][CH:10]([O:17][CH3:18])[C:11]([CH3:15])([F:16])[C:12]1([OH:13])[CH3:14]. Starting materials: Brc1ccc2cc[nH]c2c1, O=C([O-])[O-], COc1ccc(B(O)O)cc1, CCOC(C)=O, [K+], [K+], CN(C)C=O, O, O. Yields the product COc1ccc(-c2ccc3cc[nH]c3c2)cc1. Reaction SMILES: [Br:1][c:2]1[cH:3][cH:4][c:5]2[cH:6][cH:7][nH:8][c:9]2[cH:10]1.[C:11](=[O:12])([O-:13])[O-:14].[CH3:17][O:18][c:19]1[cH:20][cH:21][c:22]([B:25]([OH:26])[OH:27])[cH:23][cH:24]1.[CH3:28][CH2:29][O:30][C:31](=[O:32])[CH3:33].[K+:15].[K+:16].[O:34]=[CH:35][N:36]([CH3:37])[CH3:38].[OH2:39].[OH2:40]>>[c:2]1(-[c:22]2[cH:21][cH:20][c:19]([O:18][CH3:17])[cH:24][cH:23]2)[cH:3][cH:4][c:5]2[cH:6][cH:7][nH:8][c:9]2[cH:10]1.